From a dataset of the Open Reaction Database (ORD), a public repository of structured organic reaction records. describe an organic reaction: reactants, conditions, products, and yield Reactants: C(C(=O)Br)(=O)Br (oxalyl bromide), CC(C)(C)[O-].[K+] (t-BuOK), BrC1=NC=C(C=C1)C(=O)O (2-bromo-5-pyridinecarboxylic acid), CCCCCCC (heptane). Reagents/catalysts: CN(C)C=O (DMF). Solvent: CCOC(=O)C (EtOAc), C1CCOC1 (THF), C(Cl)Cl (DCM). Yields the product BrC1=NC=C(C(=O)OC(C)(C)C)C=C1 (tert-butyl 6-bromonicotinate). Isolated yield 33.2%. RXN SMILES: [Br:1][C:2]1[CH:7]=[CH:6][C:5]([C:8]([OH:10])=[O:9])=[CH:4][N:3]=1.C(Br)(=O)C(Br)=O.CCCCCCC.[CH3:24][C:25]([O-])([CH3:27])[CH3:26].[K+]>C(Cl)Cl.CN(C=O)C.C1COCC1.CCOC(C)=O>[Br:1][C:2]1[CH:7]=[CH:6][C:5]([C:8]([O:10][C:25]([CH3:27])([CH3:26])[CH3:24])=[O:9])=[CH:4][N:3]=1 |f:3.4|. Reported procedure: To a round bottom flask containing 2-bromo-5-pyridinecarboxylic acid (10.0 g, 49 mmol) in DCM (500 mL) was added oxalyl bromide (7.4 mL) and 5 drops of DMF. After some gas evolution, the reaction mixture was stirred at reflux ca 6 h, then cooled to rt and heptane 100 mL was added, followed by concentration of the mixture. The mixture was then suspended in THF 400 mL, cooled to 0° C. t-BuOK (5.8 g, 52 mmol) was then added and the r×n allowed to warm to rt and stirred for 2 h. The mixture poured i... Starting materials: NC1=C(NC2=NC=CC=C2)C=CC(=C1)C(F)(F)F (2-amino-N-(2-pyridyl)-4-trifluoromethylaniline), C(\C=C\C1=CC=CC=C1)(=O)Cl ((E)-cinnamoyl chloride), N1=C(C=CC=C1)N1C(=NC2=C1C=CC=C2)\C=C\C2=CC=CC=C2 ((E)-1-(2-pyridyl)-2-styryl-1H-benzimidazole). Yields the product N1=C(C=CC=C1)N1C(=NC2=C1C=CC(=C2)C(F)(F)F)\C=C\C2=CC=CC=C2 ((E)-1-(2-Pyridyl)-2-styryl-5-trifluoromethyl-1H-benzimidazole). Reaction SMILES: [NH2:1][C:2]1[CH:14]=[C:13]([C:15]([F:18])([F:17])[F:16])[CH:12]=[CH:11][C:3]=1[NH:4][C:5]1[CH:10]=[CH:9][CH:8]=[CH:7][N:6]=1.[C:19](Cl)(=O)/[CH:20]=[CH:21]/[C:22]1[CH:27]=[CH:26][CH:25]=[CH:24][CH:23]=1.N1C=CC=CC=1N1C2C=CC=CC=2N=C1/C=C/C1C=CC=CC=1>>[N:6]1[CH:7]=[CH:8][CH:9]=[CH:10][C:5]=1[N:4]1[C:3]2[CH:11]=[CH:12][C:13]([C:15]([F:18])([F:16])[F:17])=[CH:14][C:2]=2[N:1]=[C:19]1/[CH:20]=[CH:21]/[C:22]1[CH:27]=[CH:26][CH:25]=[CH:24][CH:23]=1. Procedure: The titled compound was prepared from 2-amino-N-(2-pyridyl)-4-trifluoromethylaniline and (E)-cinnamoyl chloride according to the preparation of (E)-1-(2-pyridyl)-2-styryl-1H-benzimidazole (Example 1, method A). MW: 365.36; mp: 144.5-145.0° C.; 1H-NMR (CDCl3) δ: 8.82-8.79 (1H, m), 8.12-8.00 (3H, m), 7.57-7.49 (6H, m), 7.41-7.31 (3H, m), 7.11 (1H, d, J=16.1 Hz). Reactants: C([O-])([O-])=O.[Na+].[Na+] (sodium carbonate), Cl (hydrogen chloride), C1=NC=CC2=C1OC1=C(CN2)C=CC=C1 (5,6-dihydropyrido[3,4-b][1,4]benzoxazepine), C(C)(=O)OC(C)=O (acetic anhydride), hydrochloride salt. The solvent is C(C)O (ethanol). Product: Cl.C(C)(=O)N1C2=C(OC3=C(C1)C=CC=C3)C=NC=C2 (5-Acetyl-5,6-dihydropyrido[3,4-b][1,4]benzoxazepine hydrochloride). As a reaction SMILES: [CH:1]1[C:6]2[O:7][C:8]3[CH:15]=[CH:14][CH:13]=[CH:12][C:9]=3[CH2:10][NH:11][C:5]=2[CH:4]=[CH:3][N:2]=1.C(=O)([O-])[O-].[Na+].[Na+].[ClH:22].[C:23](OC(=O)C)(=[O:25])[CH3:24]>C(O)C>[ClH:22].[C:23]([N:11]1[CH2:10][C:9]2[CH:12]=[CH:13][CH:14]=[CH:15][C:8]=2[O:7][C:6]2[CH:1]=[N:2][CH:3]=[CH:4][C:5]1=2)(=[O:25])[CH3:24] |f:1.2.3,7.8|. Procedure details: A solution of 5,6-dihydropyrido[3,4-b][1,4]benzoxazepine (2.8 g) in acetic anhydride (15 ml) was stirred for one hr at ambient temperature. The reaction mixture was poured over ice, basified with sodium carbonate solution and extracted with ether. The organic extract was washed with water, saturated sodium chloride solution, dried over anhydrous magnesium sulfate, filtered, and evaporated. The residue was purified by flash chromatography (silica, ethyl acetate) to give 3 g (88%) of producet, mp ... Reactants: CCC(=O)OC(C)Cc1ccc([N+](=O)[O-])cc1, CCO, [Na+], [OH-], O. Yields the product CC(O)Cc1ccc([N+](=O)[O-])cc1. As a reaction SMILES: [C:1](=[O:2])([CH2:3][CH3:4])[O:5][CH:6]([CH2:7][c:8]1[cH:9][cH:10][c:11]([N+:14](=[O:15])[O-:16])[cH:12][cH:13]1)[CH3:17].[CH3:21][CH2:22][OH:23].[Na+:19].[OH-:18].[OH2:20]>>[OH:5][CH:6]([CH2:7][c:8]1[cH:9][cH:10][c:11]([N+:14](=[O:15])[O-:16])[cH:12][cH:13]1)[CH3:17]. Reactants: C(C1=CC=CC=C1)(=O)C1=C(C=CC(=C1)Br)NC(C(F)(F)F)=O (N-(2-benzoyl-4-bromophenyl)-2,2,2-trifluoroacetamide), C(CCC)[Sn](C=C)(CCCC)CCCC (tributyl(vinyl)tin). The reagents and catalysts are [Pd].C1(=CC=CC=C1)P(C1=CC=CC=C1)C1=CC=CC=C1.C1(=CC=CC=C1)P(C1=CC=CC=C1)C1=CC=CC=C1.C1(=CC=CC=C1)P(C1=CC=CC=C1)C1=CC=CC=C1.C1(=CC=CC=C1)P(C1=CC=CC=C1)C1=CC=CC=C1 (tetrakis(triphenyl-phosphine) palladium). Solvent: C1(=CC=CC=C1)C (toluene), C1(=CC=CC=C1)C (toluene). Yields the product C(C1=CC=CC=C1)(=O)C1=C(C=CC(=C1)C=C)NC(C(F)(F)F)=O (N-(2-benzoyl-4-vinylphenyl)-2,2,2-trifluoro-acetamide). The yield is 70.0%. RXN SMILES: [C:1]([C:9]1[CH:14]=[C:13](Br)[CH:12]=[CH:11][C:10]=1[NH:16][C:17](=[O:22])[C:18]([F:21])([F:20])[F:19])(=[O:8])[C:2]1[CH:7]=[CH:6][CH:5]=[CH:4][CH:3]=1.[CH2:23]([Sn](CCCC)(CCCC)C=C)[CH2:24]CC>C1(C)C=CC=CC=1.[Pd].C1(P(C2C=CC=CC=2)C2C=CC=CC=2)C=CC=CC=1.C1(P(C2C=CC=CC=2)C2C=CC=CC=2)C=CC=CC=1.C1(P(C2C=CC=CC=2)C2C=CC=CC=2)C=CC=CC=1.C1(P(C2C=CC=CC=2)C2C=CC=CC=2)C=CC=CC=1>[C:1]([C:9]1[CH:14]=[C:13]([CH:23]=[CH2:24])[CH:12]=[CH:11][C:10]=1[NH:16][C:17](=[O:22])[C:18]([F:21])([F:20])[F:19])(=[O:8])[C:2]1[CH:7]=[CH:6][CH:5]=[CH:4][CH:3]=1 |f:3.4.5.6.7|. Reported procedure: To a solution of N-(2-benzoyl-4-bromophenyl)-2,2,2-trifluoroacetamide (a) (0.37 g, 1.0 mmol) in degassed dry toluene (10 mL) was added a solution of tetrakis(triphenyl-phosphine) palladium [Pd(PPh3)4] in toluene (5 mL) under argon. The mixture was heated to reflux and tributyl(vinyl)tin (0.29 mL, Immol) was added in a dropwise fashion. After refluxing overnight, the mixture was cooled to room temperature and filtered. The filtrate was concentrated and the residue was purified by flash chromatogr...